This data is from the Open Reaction Database (ORD), a public repository of structured organic reaction records. The task is: describe an organic reaction: reactants, conditions, products, and yield The reactants are C1CCC2=NCCCN2CC1, CCNS(=O)(=O)Cl, C1CCOC1, CN(C)c1ccncc1, ClCCl, COc1ccccc1Oc1c(N)nc(-c2ccncc2)nc1Cl. The product is CCNS(=O)(=O)Nc1nc(-c2ccncc2)nc(Cl)c1Oc1ccccc1OC. As a reaction SMILES: [CH2:24]1[CH2:25][CH2:26][C:27]2=[N:32][CH2:31][CH2:30][CH2:29][N:28]2[CH2:33][CH2:34]1.[CH2:35]([CH3:36])[NH:37][S:38](=[O:39])(=[O:40])[Cl:41].[CH2:42]1[O:43][CH2:44][CH2:45][CH2:46]1.[CH3:50][N:51]([c:52]1[cH:53][cH:54][n:55][cH:56][cH:57]1)[CH3:58].[Cl:47][CH2:48][Cl:49].[NH2:1][c:2]1[n:3][c:4](-[c:18]2[cH:19][cH:20][n:21][cH:22][cH:23]2)[n:5][c:6]([Cl:17])[c:7]1[O:8][c:9]1[c:10]([O:15][CH3:16])[cH:11][cH:12][cH:13][cH:14]1>>[NH:1]([c:2]1[n:3][c:4](-[c:18]2[cH:19][cH:20][n:21][cH:22][cH:23]2)[n:5][c:6]([Cl:17])[c:7]1[O:8][c:9]1[c:10]([O:15][CH3:16])[cH:11][cH:12][cH:13][cH:14]1)[S:38]([NH:37][CH2:35][CH3:36])(=[O:39])=[O:40]. Starting materials: CN(C)c1ccc(Br)cc1, CC(C)(C)[Si](C)(C)Oc1cc2c(cc1O[Si](C)(C)C(C)(C)C)C(=O)CC2, C1CCOC1, [Cl-], [Mg], [NH4+]. The product is CN(C)c1ccc(C2=CCc3cc(O[Si](C)(C)C(C)(C)C)c(O[Si](C)(C)C(C)(C)C)cc32)cc1. As a reaction SMILES: [Br:2][c:3]1[cH:4][cH:5][c:6]([N:7]([CH3:8])[CH3:9])[cH:10][cH:11]1.[C:12]([CH3:13])([CH3:14])([CH3:15])[Si:16]([O:17][c:18]1[cH:19][c:20]2[c:24]([cH:25][c:26]1[O:27][Si:28]([CH3:29])([CH3:30])[C:31]([CH3:32])([CH3:33])[CH3:34])[C:23](=[O:35])[CH2:22][CH2:21]2)([CH3:36])[CH3:37].[CH2:40]1[O:41][CH2:42][CH2:43][CH2:44]1.[Cl-:38].[Mg:1].[NH4+:39]>>[c:3]1([C:23]2=[CH:22][CH2:21][c:20]3[cH:19][c:18]([O:17][Si:16]([C:12]([CH3:13])([CH3:14])[CH3:15])([CH3:36])[CH3:37])[c:26]([O:27][Si:28]([CH3:29])([CH3:30])[C:31]([CH3:32])([CH3:33])[CH3:34])[cH:25][c:24]32)[cH:4][cH:5][c:6]([N:7]([CH3:8])[CH3:9])[cH:10][cH:11]1. The reactants are O=C(O)C(Cc1cc(Br)c(O)c(Br)c1)OC(=O)N1CCC(N2CCc3ccccc3NC2=O)CC1, C1CN(C2CCOCC2)CCN1. The product is O=C(OC(Cc1cc(Br)c(O)c(Br)c1)C(=O)N1CCN(C2CCOCC2)CC1)N1CCC(N2CCc3ccccc3NC2=O)CC1. RXN SMILES: [O:1]=[C:2]1[NH:3][c:4]2[c:5]([cH:32][cH:33][cH:34][cH:35]2)[CH2:6][CH2:7][N:8]1[CH:9]1[CH2:10][CH2:11][N:12]([C:15](=[O:16])[O:17][CH:18]([CH2:19][c:20]2[cH:21][c:22]([Br:28])[c:23]([OH:27])[c:24]([Br:26])[cH:25]2)[C:29](=[O:30])[OH:31])[CH2:13][CH2:14]1.[O:36]1[CH2:37][CH2:38][CH:39]([N:42]2[CH2:43][CH2:44][NH:45][CH2:46][CH2:47]2)[CH2:40][CH2:41]1>>[O:1]=[C:2]1[NH:3][c:4]2[c:5]([cH:32][cH:33][cH:34][cH:35]2)[CH2:6][CH2:7][N:8]1[CH:9]1[CH2:10][CH2:11][N:12]([C:15](=[O:16])[O:17][CH:18]([CH2:19][c:20]2[cH:21][c:22]([Br:28])[c:23]([OH:27])[c:24]([Br:26])[cH:25]2)[C:29](=[O:31])[N:45]2[CH2:44][CH2:43][N:42]([CH:39]3[CH2:38][CH2:37][O:36][CH2:41][CH2:40]3)[CH2:47][CH2:46]2)[CH2:13][CH2:14]1.